This data is from the Open Reaction Database (ORD), a public repository of structured organic reaction records. The task is: describe an organic reaction: reactants, conditions, products, and yield Starting materials: C1(CCC1)C1=NC(=C2N1C=CN=C2N)C2=CC=1C(=NC=CC1)N2COCC[Si](C)(C)C (3-Cyclobutyl-1-[1-(2-trimethylsilylethoxymethyl)-1H-pyrrolo[2,3-b]pyridin-2-yl]imidazo[1,5-a]pyrazin-8-amine), Cl (HCl). Yields the product C1(CCC1)C1=NC(=C2N1C=CN=C2N)C2=CC=1C(=NC=CC1)N2 (3-Cyclobutyl-1-(1H-pyrrolo[2,3-b]pyridin-2-yl)imidazo[1,5-a]pyrazin-8-amine). As a reaction SMILES: [CH:1]1([C:5]2[N:9]3[CH:10]=[CH:11][N:12]=[C:13]([NH2:14])[C:8]3=[C:7]([C:15]3[N:23](COCC[Si](C)(C)C)[C:18]4=[N:19][CH:20]=[CH:21][CH:22]=[C:17]4[CH:16]=3)[N:6]=2)[CH2:4][CH2:3][CH2:2]1.Cl>>[CH:1]1([C:5]2[N:9]3[CH:10]=[CH:11][N:12]=[C:13]([NH2:14])[C:8]3=[C:7]([C:15]3[NH:23][C:18]4=[N:19][CH:20]=[CH:21][CH:22]=[C:17]4[CH:16]=3)[N:6]=2)[CH2:2][CH2:3][CH2:4]1. Reported procedure: 3-Cyclobutyl-1-[1-(2-trimethylsilylethoxymethyl)-1H-pyrrolo[2,3-b]pyridin-2-yl]imidazo[1,5-a]pyrazin-8-amine (35 mg, 0.08 mmol) was stirred with concentrated HCl for 15 min. The mixture was then concentrated in vacuo and purified via mass directed preparative HPLC to afford the title compound. 1H NMR (400 MHz DMSO-d6) δ 1.92-2.00 (m, 1H), 2.07-2.14 (m, 1H), 2.43-2.47 (m, 4H), 3.93-4.01 (m, 1H), 6.35-6.49 (bs, 2H), 6.64-6.70 (m, 1H), 7.03-7.10 (m, 2H), 7.39-7.49 (m, 1H), 7.95-8.00 (m, 1H), 8.18-8... Starting materials: O=C(O)c1ccc(C2CC2)c(OCC2CC2)n1, NC(=O)C(N)c1ccc(F)cc1. Product: NC(=O)C(NC(=O)c1ccc(C2CC2)c(OCC2CC2)n1)c1ccc(F)cc1. RXN SMILES: [CH:1]1([c:4]2[cH:5][cH:6][c:7]([C:15](=[O:16])[OH:17])[n:8][c:9]2[O:10][CH2:11][CH:12]2[CH2:13][CH2:14]2)[CH2:2][CH2:3]1.[NH2:18][CH:19]([C:20](=[O:21])[NH2:22])[c:23]1[cH:24][cH:25][c:26]([F:29])[cH:27][cH:28]1>>[CH:1]1([c:4]2[cH:5][cH:6][c:7]([C:15](=[O:17])[NH:18][CH:19]([C:20](=[O:21])[NH2:22])[c:23]3[cH:24][cH:25][c:26]([F:29])[cH:27][cH:28]3)[n:8][c:9]2[O:10][CH2:11][CH:12]2[CH2:13][CH2:14]2)[CH2:2][CH2:3]1. Starting materials: C1NCCC2=CC(=CC=C12)O (1,2,3,4-tetrahydro-6-isoquinolinol), ClC1=CC=C(C=C1)\C=C\CCl ((E)-1-chloro-4-[3-chloro-1-propenyl]-benzene), C([O-])([O-])=O.[K+].[K+] (potassium carbonate). Run in CN(C)C=O (DMF). Conditions: temperature 25 celsius, time 36 hour. The product is ClC1=CC=C(C=C1)/C=C/CN1CC2=CC=C(C=C2CC1)O ((E)-2-[3-(4-chlorophenyl)-2-propenyl]-1,2,3,4-tetrahydro-6-isoquinolinol). The yield is 62.4%. Reaction SMILES: [CH2:1]1[C:10]2[C:5](=[CH:6][C:7]([OH:11])=[CH:8][CH:9]=2)[CH2:4][CH2:3][NH:2]1.[Cl:12][C:13]1[CH:18]=[CH:17][C:16](/[CH:19]=[CH:20]/[CH2:21]Cl)=[CH:15][CH:14]=1.C(=O)([O-])[O-].[K+].[K+]>CN(C=O)C>[Cl:12][C:13]1[CH:18]=[CH:17][C:16](/[CH:19]=[CH:20]/[CH2:21][N:2]2[CH2:3][CH2:4][C:5]3[C:10](=[CH:9][CH:8]=[C:7]([OH:11])[CH:6]=3)[CH2:1]2)=[CH:15][CH:14]=1 |f:2.3.4|. Reported procedure: A mixture of 2 g of 1,2,3,4-tetrahydro-6-isoquinolinol and 2.5 g of (E)-1-chloro-4-[3-chloro-1-propenyl]-benzene, 2 g of potassium carbonate and 50 ml of DMF was stirred for 36 hours at 25° C. and then the DMF was evaporated off under reduced pressure. The residue was taken up in a mixture of methylene chloride and water and filtration was carried out to obtain 2.5 g of the desired product melting at 233-234° C.